Task: describe an organic reaction: reactants, conditions, products, and yield. Dataset: the Open Reaction Database (ORD), a public repository of structured organic reaction records Reactants: C(C)OC(CNC(=O)C=1N=C2N(N=C(C=C2)NCCCN2CCC(CC2)OC(C2=CC=CC=C2)C2=CC=CC=C2)C1)=O (N-[6-[3-[4-(diphenylmethoxy)piperidino]propylamino]imidazo[1,2-b]pyridazine-2-carbonyl]glycine ethyl ester), Cl (hydrogen chloride). Solvent: O1CCCC1 (tetrahydrofuran), C(C)(=O)OCC (ethyl acetate). Product: Cl.Cl.C(C)OC(CNC(=O)C=1N=C2N(N=C(C=C2)NCCCN2CCC(CC2)OC(C2=CC=CC=C2)C2=CC=CC=C2)C1)=O (N-[6-[3-[4-(Diphenylmethoxy)piperidino]propylamino]imidazo[1,2-b]pyridazine-2-carbonyl]glycine Ethyl Ester Dihydrochloride). As a reaction SMILES: [CH2:1]([O:3][C:4](=[O:42])[CH2:5][NH:6][C:7]([C:9]1[N:10]=[C:11]2[CH:16]=[CH:15][C:14]([NH:17][CH2:18][CH2:19][CH2:20][N:21]3[CH2:26][CH2:25][CH:24]([O:27][CH:28]([C:35]4[CH:40]=[CH:39][CH:38]=[CH:37][CH:36]=4)[C:29]4[CH:34]=[CH:33][CH:32]=[CH:31][CH:30]=4)[CH2:23][CH2:22]3)=[N:13][N:12]2[CH:41]=1)=[O:8])[CH3:2].[ClH:43]>O1CCCC1.C(OCC)(=O)C>[ClH:43].[ClH:43].[CH2:1]([O:3][C:4](=[O:42])[CH2:5][NH:6][C:7]([C:9]1[N:10]=[C:11]2[CH:16]=[CH:15][C:14]([NH:17][CH2:18][CH2:19][CH2:20][N:21]3[CH2:22][CH2:23][CH:24]([O:27][CH:28]([C:29]4[CH:30]=[CH:31][CH:32]=[CH:33][CH:34]=4)[C:35]4[CH:40]=[CH:39][CH:38]=[CH:37][CH:36]=4)[CH2:25][CH2:26]3)=[N:13][N:12]2[CH:41]=1)=[O:8])[CH3:2] |f:4.5.6|. Reported procedure: 0.628 g of N-[6-[3-[4-(diphenylmethoxy)piperidino]propylamino]imidazo[1,2-b]pyridazine-2-carbonyl]glycine ethyl ester was dissolved in 10 ml of tetrahydrofuran; 1.5 ml of a 4 N hydrogen chloride solution in ethyl acetate was added, followed by concentration under reduced pressure. To the residue, 10 ml of methanol was added, followed by concentration under reduced pressure. The crystal obtained was collected and washed with ethyl acetate to yield 0.658 g of the title compound. Reactants: C1(=CC=CC=C1)CCC(C(=O)OCC)C(=O)OCC (diethyl 2-phenylethylmalonate), [OH-].[K+] (potassium hydroxide). Run in O (water). Product: C1(=CC=CC=C1)CCC(C(=O)O)C(=O)O (2-Phenylethylmalonic Acid). The yield is 65.1%. As a reaction SMILES: [C:1]1([CH2:7][CH2:8][CH:9]([C:15]([O:17]CC)=[O:16])[C:10]([O:12]CC)=[O:11])[CH:6]=[CH:5][CH:4]=[CH:3][CH:2]=1.[OH-].[K+]>O>[C:1]1([CH2:7][CH2:8][CH:9]([C:15]([OH:17])=[O:16])[C:10]([OH:12])=[O:11])[CH:2]=[CH:3][CH:4]=[CH:5][CH:6]=1 |f:1.2|. Procedure details: A mixture of diethyl 2-phenylethylmalonate (3.61 g) and potassium hydroxide (1.69 g, 2.5 eq) in water (15 ml) was refluxed for 2 h and cooled to room temperature. The solution was washed with diethyl ether (2×10 ml) and then acidified to pH 2 (5M hydrochloric acid). The aqueous phase was extracted with diethyl ether (2×20 ml). The combined extracts were washed with water (2×20 ml), saturated brine (20 ml), dried (MgSO4) and evaporated to give the title compound as a white solid (1.85 g, 65%); νm... Reactants: BrCc1ccc2c(c1)OCCO2, BrCC1CCCCO1, O=C1Nc2ccccc2C12COc1cc3c(cc12)OCCO3. Product: O=C1N(Cc2ccc3c(c2)OCCO3)c2ccccc2C12COc1cc3c(cc12)OCCO3. RXN SMILES: [Br:23][CH2:24][c:25]1[cH:26][c:27]2[c:28]([cH:33][cH:34]1)[O:29][CH2:30][CH2:31][O:32]2.[Br:35][CH2:36][CH:37]1[CH2:38][CH2:39][CH2:40][CH2:41][O:42]1.[NH:1]1[C:2](=[O:22])[C:3]2([CH2:4][O:5][c:6]3[cH:7][c:8]4[c:9]([cH:14][c:15]32)[O:10][CH2:11][CH2:12][O:13]4)[c:16]2[cH:17][cH:18][cH:19][cH:20][c:21]21>>[N:1]1([CH2:24][c:25]2[cH:26][c:27]3[c:28]([cH:33][cH:34]2)[O:29][CH2:30][CH2:31][O:32]3)[C:2](=[O:22])[C:3]2([CH2:4][O:5][c:6]3[cH:7][c:8]4[c:9]([cH:14][c:15]32)[O:10][CH2:11][CH2:12][O:13]4)[c:16]2[cH:17][cH:18][cH:19][cH:20][c:21]21. Reactants: C[S-].[Na+] (Sodium thiomethoxide), BrC1=CC(=C(C(=O)OC)C=C1)Cl (methyl 4-bromo-2-chlorobenzoate), Cl (Hydrochloric acid). Solvent: CN(C=O)C (N,N-dimethylformamide). Run at time 2 hour. The product is ClC1=C(C(=O)OC)C=CC(=C1)SC (Methyl 2-chloro-4-(methylthio)benzoate). Yield: 76.9%. Reaction SMILES: [CH3:1][S-:2].[Na+].Br[C:5]1[CH:14]=[CH:13][C:8]([C:9]([O:11][CH3:12])=[O:10])=[C:7]([Cl:15])[CH:6]=1.Cl>CN(C)C=O>[Cl:15][C:7]1[CH:6]=[C:5]([S:2][CH3:1])[CH:14]=[CH:13][C:8]=1[C:9]([O:11][CH3:12])=[O:10] |f:0.1|. Procedure: Sodium thiomethoxide (459 mg) was added to a solution of methyl 4-bromo-2-chlorobenzoate (1.25 g) in N,N-dimethylformamide (10 ml) under ice-cooling, and the mixture was stirred for 2 hr. 1N Hydrochloric acid was added to the reaction mixture and the resulting product was extracted three times with ether. The organic layers were combined, washed successively with water and saturated brine, and dried over anhydrous magnesium sulfate. The solvent was evaporated and the residue was subjected to sil... The reactants are CCCCO, CCc1c(C(=O)OC)ccc(O)c1C, NN, O. The product is CCc1c(C(=O)NN)ccc(O)c1C. Reaction SMILES: [CH2:18]([OH:19])[CH2:20][CH2:21][CH3:22].[CH2:4]([CH3:5])[c:6]1[c:7]([C:8](=[O:9])[O:10][CH3:11])[cH:12][cH:13][c:14]([OH:17])[c:15]1[CH3:16].[NH2:2][NH2:3].[OH2:1]>>[NH:2]([NH2:3])[C:8]([c:7]1[c:6]([CH2:4][CH3:5])[c:15]([CH3:16])[c:14]([OH:17])[cH:13][cH:12]1)=[O:9]. Starting materials: BrC(C(=O)O)CC=1N=CNC1 (2-bromo-3-(1H-imidazol-4-yl)propanoic acid), CO (methanol). Conditions: time 18 hour. Yields the product BrC(C(=O)OC)CC=1N=CNC1 (Methyl 2-bromo-3-(1H-imidazol-4-yl)propanoate). Reaction SMILES: [Br:1][CH:2]([CH2:6][C:7]1[N:8]=[CH:9][NH:10][CH:11]=1)[C:3]([OH:5])=[O:4].[CH3:12]O>>[Br:1][CH:2]([CH2:6][C:7]1[N:8]=[CH:9][NH:10][CH:11]=1)[C:3]([O:5][CH3:12])=[O:4]. Procedure details: Hydrogen chloride was bubbled through an ice-cooled solution of 2-bromo-3-(1H-imidazol-4-yl)propanoic acid (500 mg, 2.3 mmol) in methanol (15 ml) for 10 minutes, and the mixture was stirred at room temperature for 18 hours. The solution was evaporated under reduced pressure, the residue was suspended in ice-cooled sodium bicarbonate solution, and the suspension was extracted with dichloromethane (4×20 ml). The combined organic solutions were dried (Na2SO4) and evaporated under reduced pressure t... Starting materials: CC(CCCCC)N (2-heptylamine), CO (methanol), C(C1=CC=CC=C1)=O (benzaldehyde), crude mixture, [H][H] (hydrogen). The reagents and catalysts are [Pd] (Pd/C). Reaction conditions: time 6 hour. Product: C(C1=CC=CC=C1)NCC(CCCC)C (N-benzyl-2-methylhexylamine). RXN SMILES: C[CH:2]([NH2:8])[CH2:3][CH2:4][CH2:5][CH2:6][CH3:7].[CH:9](=O)[C:10]1[CH:15]=[CH:14][CH:13]=[CH:12][CH:11]=1.[H][H].[CH3:19]O>[Pd]>[CH2:9]([NH:8][CH2:2][CH:3]([CH3:19])[CH2:4][CH2:5][CH2:6][CH3:7])[C:10]1[CH:15]=[CH:14][CH:13]=[CH:12][CH:11]=1. Procedure: 100 ml of methanol and 100 mmol of 2-heptylamine are initially taken and 100 mmol of benzaldehyde are added dropwise at 24° C. in the course of 15 minutes. Stirring is effected for 6 hours at 24° C., the completeness of the iminization is checked by GC, 0.5 g of Pd/C (10% by weight) is added and the crude mixture is hydrogenated with hydrogen for 5 hours at atmospheric pressure. A sample is taken and the composition is investigated by GC analysis. Reactants: CC1=NC=CC=C1C=1C(NC(N(C1)CCCCN1C[C@]2(C[C@H]2C1)C1=CC=C(C=C1)C(F)(F)F)=O)=O (5-(2-methyl-3-pyridinyl)-1-(4-{(1S,5R)-1-[4-(trifluoromethyl)phenyl]-3-azabicyclo[3.1.0]hex-3-yl}butyl)-2,4(1H,3H)-pyrimidinedione), Cl (HCl), O1CCOCC1 (dioxane). Product: Cl.Cl.CC1=NC=CC=C1C=1C(NC(N(C1)CCCCN1C[C@]2(C[C@H]2C1)C1=CC=C(C=C1)C(F)(F)F)=O)=O (5-(2-methyl-3-pyridinyl)-1-(4-{(1S,5R)-1-[4-(trifluoromethyl)phenyl]-3-azabicyclo[3.1.0]hex-3-yl}butyl)-2,4(1H,3H)-pyrimidinedione dihydrochloride). The yield is 36.0%. As a reaction SMILES: [CH3:1][C:2]1[C:7]([C:8]2[C:9](=[O:35])[NH:10][C:11](=[O:34])[N:12]([CH2:14][CH2:15][CH2:16][CH2:17][N:18]3[CH2:23][C@H:22]4[C@:20]([C:24]5[CH:29]=[CH:28][C:27]([C:30]([F:33])([F:32])[F:31])=[CH:26][CH:25]=5)([CH2:21]4)[CH2:19]3)[CH:13]=2)=[CH:6][CH:5]=[CH:4][N:3]=1.[ClH:36].O1CCOCC1>>[ClH:36].[ClH:36].[CH3:1][C:2]1[C:7]([C:8]2[C:9](=[O:35])[NH:10][C:11](=[O:34])[N:12]([CH2:14][CH2:15][CH2:16][CH2:17][N:18]3[CH2:23][C@H:22]4[C@:20]([C:24]5[CH:25]=[CH:26][C:27]([C:30]([F:31])([F:33])[F:32])=[CH:28][CH:29]=5)([CH2:21]4)[CH2:19]3)[CH:13]=2)=[CH:6][CH:5]=[CH:4][N:3]=1 |f:3.4.5|. Procedure: 5-(2-methyl-3-pyridinyl)-1-(4-{(1S,5R)-1-[4-(trifluoromethyl)phenyl]-3-azabicyclo[3.1.0]hex-3-yl}butyl)-2,4(1H,3H)-pyrimidinedione was treated with 4N HCl in dioxane (2 eq), to give the title compound as a white powder. (68 mg, 36% yield) Reactants: CC(C)(C)OC(=O)N1CC(Oc2ccc3ccccc3c2)CC1CO, C1CCOC1, CC(C)OC(=O)N=NC(=O)OC(C)C, COC(=O)c1ccc(O)nc1, c1ccc(P(c2ccccc2)c2ccccc2)cc1. The product is COC(=O)c1ccc(OCC2CC(Oc3ccc4ccccc4c3)CN2C(=O)OC(C)(C)C)nc1. As a reaction SMILES: [C:1]([CH3:2])([CH3:3])([CH3:4])[O:5][C:6](=[O:7])[N:8]1[CH:9]([CH2:24][OH:25])[CH2:10][CH:11]([O:13][c:14]2[cH:15][c:16]3[cH:17][cH:18][cH:19][cH:20][c:21]3[cH:22][cH:23]2)[CH2:12]1.[CH2:70]1[O:71][CH2:72][CH2:73][CH2:74]1.[O:56]=[C:57]([O:58][CH:59]([CH3:60])[CH3:61])[N:62]=[N:63][C:64]([O:65][CH:66]([CH3:67])[CH3:68])=[O:69].[OH:26][c:27]1[n:28][cH:29][c:30]([C:33](=[O:34])[O:35][CH3:36])[cH:31][cH:32]1.[c:37]1([P:38]([c:39]2[cH:40][cH:41][cH:42][cH:43][cH:44]2)[c:45]2[cH:46][cH:47][cH:48][cH:49][cH:50]2)[cH:51][cH:52][cH:53][cH:54][cH:55]1>>[C:1]([CH3:2])([CH3:3])([CH3:4])[O:5][C:6](=[O:7])[N:8]1[CH:9]([CH2:24][O:25][c:27]2[n:28][cH:29][c:30]([C:33](=[O:34])[O:35][CH3:36])[cH:31][cH:32]2)[CH2:10][CH:11]([O:13][c:14]2[cH:15][c:16]3[cH:17][cH:18][cH:19][cH:20][c:21]3[cH:22][cH:23]2)[CH2:12]1.